Dataset: the Open Reaction Database (ORD), a public repository of structured organic reaction records. Task: describe an organic reaction: reactants, conditions, products, and yield Starting materials: C(C1=CC=CC=C1)OC([C@H](CC1=CC=CC=C1)NC(=O)NC1=CC=C(C=C1)S(=O)(=O)N1CCC(CC1)C(OC)OC)=O ((2S)-2-{3-[4-(4-dimethoxymethyl-piperidine-1-sulfonyl)-phenyl]-ureido}-3-phenyl-propionic acid benzyl ester), [I-].[Na+] (sodium iodide), ClC(Cl)(Cl)[SiH3] (trichloromethylsilane). Run in C(C)#N (acetonitrile). The product is C(C1=CC=CC=C1)OC([C@H](CC1=CC=CC=C1)NC(=O)NC1=CC=C(C=C1)S(=O)(=O)N1CCC(CC1)C=O)=O ((2S)-2-{3-[4-(4-Formyl-piperidine-1-sulfonyl)-phenyl]-ureido}-3-phenyl-propionic Acid Benzyl Ester). Reaction SMILES: [CH2:1]([O:8][C:9](=[O:42])[C@@H:10]([NH:18][C:19]([NH:21][C:22]1[CH:27]=[CH:26][C:25]([S:28]([N:31]2[CH2:36][CH2:35][CH:34]([CH:37](OC)[O:38]C)[CH2:33][CH2:32]2)(=[O:30])=[O:29])=[CH:24][CH:23]=1)=[O:20])[CH2:11][C:12]1[CH:17]=[CH:16][CH:15]=[CH:14][CH:13]=1)[C:2]1[CH:7]=[CH:6][CH:5]=[CH:4][CH:3]=1.[I-].[Na+].ClC([SiH3])(Cl)Cl>C(#N)C>[CH2:1]([O:8][C:9](=[O:42])[C@@H:10]([NH:18][C:19]([NH:21][C:22]1[CH:23]=[CH:24][C:25]([S:28]([N:31]2[CH2:36][CH2:35][CH:34]([CH:37]=[O:38])[CH2:33][CH2:32]2)(=[O:30])=[O:29])=[CH:26][CH:27]=1)=[O:20])[CH2:11][C:12]1[CH:13]=[CH:14][CH:15]=[CH:16][CH:17]=1)[C:2]1[CH:3]=[CH:4][CH:5]=[CH:6][CH:7]=1 |f:1.2|. Reported procedure: Under anhydrous conditions, a solution of (2S)-2-{3-[4-(4-dimethoxymethyl-piperidine-1-sulfonyl)-phenyl]-ureido}-3-phenyl-propionic acid benzyl ester (0.78 g, 1.3 mmol), sodium iodide (0.491 g, 3.27 mmol), and trichloromethylsilane (0.308 mL, 2.62 mmol) in acetonitrile (20 mL) was stirred at ambient temperature for 15 minutes. The reaction mixture was quenched with water and partitioned with methylene chloride. The organic phase was washed with Na2S2O3 dilute solution and dried (Na2SO4). Removal...